Task: describe an organic reaction: reactants, conditions, products, and yield. Dataset: the Open Reaction Database (ORD), a public repository of structured organic reaction records The reactants are C1(C=2C(C(N1CC=1N=CN3C1SC=C3)=O)=CC=CC2)=O (7-(phthalimido)methylimidazo[5,1-b]thiazole), NN (hydrazine). The product is NCC=1N=CN2C1SC=C2 (7-aminomethylimidazo[5,1-b]thiazole). As a reaction SMILES: C1(=O)[N:5]([CH2:6][C:7]2[N:8]=[CH:9][N:10]3[CH:14]=[CH:13][S:12][C:11]=23)C(=O)C2=CC=CC=C12.NN>>[NH2:5][CH2:6][C:7]1[N:8]=[CH:9][N:10]2[CH:14]=[CH:13][S:12][C:11]=12. Procedure: To a suspension of 0.379 g (1.34 mmole) of 7-(phthalimido)methylimidazo[5,1-b]thiazole in 15 ml of ehtanol was added 0.063 ml (2.0mmle) of anhydrous hydrazine, and the mixture was heated under reflux for 1 hour. The reaction mixture was ice-cooled, and the resulting crystalline products were removed by filtration. After the filtrate was concentrated under reduced pressure, a small amount of dichloromethane was added, and insolubles were removed by filtration. The filtrate was concentrated under ...